Dataset: the Open Reaction Database (ORD), a public repository of structured organic reaction records. Task: describe an organic reaction: reactants, conditions, products, and yield Reactants: ClC1=CC=C(C=C1)C1=NSC(=C1COC1=C(C=C(C=C1F)I)F)C(F)(F)F (3-(4-chlorophenyl)-4-(2,6-difluoro-4-iodophenoxymethyl)-5-(trifluoromethyl)-1,2-thiazole), C(=O)([O-])[O-].[Cs+].[Cs+] (Cs2CO3), C[Si](OCC#C)(C)C (trimethyl(prop-2-yn-1-yloxy)silane). The reagents and catalysts are C1=CC=C(C=C1)P([C-]2C=CC=C2)C3=CC=CC=C3.C1=CC=C(C=C1)P([C-]2C=CC=C2)C3=CC=CC=C3.Cl[Pd]Cl.[Fe+2] (Pd(dppf)2Cl2), [Cu]I (CuI). Solvent: O1CCCC1 (tetrahydrofuran). Conditions: temperature 35 celsius, time 8 hour. The product is ClC1=CC=C(C=C1)C1=NSC(=C1COC1=C(C=C(C=C1F)C#CCO)F)C(F)(F)F (3-(4-[[3-(4-chlorophenyl)-5-(trifluoromethyl)-1,2-thiazol-4-yl]methoxy]-3,5-difluorophenyl)prop-2-yn-1-ol). As a reaction SMILES: [Cl:1][C:2]1[CH:7]=[CH:6][C:5]([C:8]2[C:12]([CH2:13][O:14][C:15]3[C:20]([F:21])=[CH:19][C:18](I)=[CH:17][C:16]=3[F:23])=[C:11]([C:24]([F:27])([F:26])[F:25])[S:10][N:9]=2)=[CH:4][CH:3]=1.C([O-])([O-])=O.[Cs+].[Cs+].C[Si](C)(C)[O:36][CH2:37][C:38]#[CH:39]>C1C=CC(P(C2C=CC=CC=2)[C-]2C=CC=C2)=CC=1.C1C=CC(P(C2C=CC=CC=2)[C-]2C=CC=C2)=CC=1.Cl[Pd]Cl.[Fe+2].[Cu]I.O1CCCC1>[Cl:1][C:2]1[CH:7]=[CH:6][C:5]([C:8]2[C:12]([CH2:13][O:14][C:15]3[C:20]([F:21])=[CH:19][C:18]([C:39]#[C:38][CH2:37][OH:36])=[CH:17][C:16]=3[F:23])=[C:11]([C:24]([F:27])([F:26])[F:25])[S:10][N:9]=2)=[CH:4][CH:3]=1 |f:1.2.3,5.6.7.8|. Procedure details: Into a 50-mL 3-necked round-bottom flask (1 atm) purged and maintained with an inert atmosphere of nitrogen, was placed 3-(4-chlorophenyl)-4-(2,6-difluoro-4-iodophenoxymethyl)-5-(trifluoromethyl)-1,2-thiazole (240 mg, 0.45 mmol, 1.00 equiv), Pd(dppf)2Cl2 (15 mg, 0.02 mmol, 0.04 equiv), CuI (3.4 mg, 0.02 mmol, 0.04 equiv), Cs2CO3 (295 mg, 0.91 mmol, 2.01 equiv), trimethyl(prop-2-yn-1-yloxy)silane (116 mg, 0.90 mmol, 2.00 equiv), tetrahydrofuran (5.0 mL). The resulting solution was stirred overnig... Starting materials: CC(=O)OC(C)(C)C, O=C(OCc1ccccc1)C(Cc1ccccc1)N(Cc1ccccc1)Cc1ccccc1, C1CCOC1, CCc1ccccc1, CC(C)[N-]C(C)C, CCCCCCC, [Li+], O, O=C(O)CC(O)(CC(=O)O)C(=O)O. Product: CC(C)(C)OC(=O)CC(=O)C(Cc1ccccc1)N(Cc1ccccc1)Cc1ccccc1. RXN SMILES: [C:9]([CH3:10])(=[O:11])[O:12][C:13]([CH3:14])([CH3:15])[CH3:16].[CH2:17]([c:19]1[cH:20][cH:21][cH:22][cH:23][cH:49]1)[O:24][C:25](=[O:18])[CH:26]([N:27]([CH2:28][c:29]1[cH:30][cH:31][cH:32][cH:33][cH:34]1)[CH2:35][c:36]1[cH:37][cH:38][cH:39][cH:40][cH:41]1)[CH2:42][c:43]1[cH:44][cH:45][cH:46][cH:47][cH:48]1.[CH2:70]1[O:71][CH2:72][CH2:73][CH2:74]1.[CH2:75]([c:76]1[cH:77][cH:78][cH:79][cH:80][cH:81]1)[CH3:82].[CH3:2][CH:3]([N-:4][CH:5]([CH3:6])[CH3:7])[CH3:8].[CH3:63][CH2:64][CH2:65][CH2:66][CH2:67][CH2:68][CH3:69].[Li+:1].[OH2:83].[OH:50][C:51]([CH2:52][C:53]([C:54](=[O:55])[OH:56])([CH2:57][C:58](=[O:59])[OH:60])[OH:61])=[O:62]>>[C:9]([CH2:10][C:25](=[O:24])[CH:26]([N:27]([CH2:28][c:29]1[cH:30][cH:31][cH:32][cH:33][cH:34]1)[CH2:35][c:36]1[cH:37][cH:38][cH:39][cH:40][cH:41]1)[CH2:42][c:43]1[cH:44][cH:45][cH:46][cH:47][cH:48]1)(=[O:11])[O:12][C:13]([CH3:14])([CH3:15])[CH3:16]. Starting materials: Clc1ccc(-c2cc(CBr)no2)s1, CCOC(=O)c1cc(-c2cccs2)n[nH]1, [H-], [Na+], CN(C)C=O, O. Product: CCOC(=O)c1cc(-c2cccs2)nn1Cc1cc(-c2ccc(Cl)s2)on1. RXN SMILES: [Br:18][CH2:19][c:20]1[n:21][o:22][c:23](-[c:25]2[s:26][c:27]([Cl:30])[cH:28][cH:29]2)[cH:24]1.[CH2:1]([CH3:2])[O:3][C:4](=[O:5])[c:6]1[nH:7][n:8][c:9](-[c:11]2[s:12][cH:13][cH:14][cH:15]2)[cH:10]1.[H-:17].[Na+:16].[O:32]=[CH:33][N:34]([CH3:35])[CH3:36].[OH2:31]>>[CH2:1]([CH3:2])[O:3][C:4](=[O:5])[c:6]1[n:7]([CH2:19][c:20]2[n:21][o:22][c:23](-[c:25]3[s:26][c:27]([Cl:30])[cH:28][cH:29]3)[cH:24]2)[n:8][c:9](-[c:11]2[s:12][cH:13][cH:14][cH:15]2)[cH:10]1. The reactants are CC(C1OCC(C)(C)CO1)C1CCC2C3C(O)CC4=CC(=O)C=CC4(C)C3CCC12C, COC(OC)C(C)C1CCC2C3C(O)CC4=CC(=O)C=CC4(C)C3CCC12C. Product: COC(OC)C(C)C1CCC2C3C=CC4=CC(=O)C=CC4(C)C3CCC12C. RXN SMILES: [CH3:29][C:30]1([CH3:31])[CH2:32][O:33][CH:34]([CH:35]([CH:36]2[C:37]3([CH3:38])[CH:39]([CH:40]4[CH:41]([CH2:42][CH2:43]3)[C:44]3([CH3:45])[C:46](=[CH:47][C:48](=[O:49])[CH:50]=[CH:51]3)[CH2:52][CH:53]4[OH:54])[CH2:55][CH2:56]2)[CH3:57])[O:58][CH2:59]1.[OH:1][CH:2]1[CH:3]2[CH:4]3[CH2:5][CH2:6][CH:7]([CH:8]([CH:9]([O:10][CH3:11])[O:12][CH3:13])[CH3:14])[C:15]3([CH3:28])[CH2:16][CH2:17][CH:18]2[C:19]2([CH3:27])[CH:20]=[CH:21][C:22](=[O:26])[CH:23]=[C:24]2[CH2:25]1>>[CH:2]1=[CH:25][C:24]2=[CH:23][C:22](=[O:26])[CH:21]=[CH:20][C:19]2([CH3:27])[CH:18]2[CH:3]1[CH:4]1[CH2:5][CH2:6][CH:7]([CH:8]([CH:9]([O:10][CH3:11])[O:12][CH3:13])[CH3:14])[C:15]1([CH3:28])[CH2:16][CH2:17]2. Starting materials: C(=O)([O-])[O-].[Na+].[Na+] (Na2CO3), COC(COC1=C(C=C(C=C1)Cl)Br)=O ((2-bromo-4-chloro-phenoxy)-acetic acid methyl ester), C1(=CC=CC=C1)B(O)O (phenylboronic acid), Cl (HCl), resultant mixture, [Na+].[Cl-] (NaCl). The reagents and catalysts are C=1C=CC(=CC1)[P](C=2C=CC=CC2)(C=3C=CC=CC3)[Pd]([P](C=4C=CC=CC4)(C=5C=CC=CC5)C=6C=CC=CC6)([P](C=7C=CC=CC7)(C=8C=CC=CC8)C=9C=CC=CC9)[P](C=1C=CC=CC1)(C=1C=CC=CC1)C=1C=CC=CC1 (tetrakis(triphenylphosphine)palladium). Solvent: O1CCOCC1 (1,4-dioxane), CCOC(=O)C (EtOAc). Product: COC(COC1=C(C=C(C=C1)Cl)C1=CC=CC=C1)=O ((5-chloro-biphenyl-2-yloxy)-acetic acid methyl ester), corresponding acid. Isolated yield 26.1%. RXN SMILES: C([O-])([O-])=O.[Na+].[Na+].[CH3:7][O:8][C:9](=[O:20])[CH2:10][O:11][C:12]1[CH:17]=[CH:16][C:15]([Cl:18])=[CH:14][C:13]=1Br.[C:21]1(B(O)O)[CH:26]=[CH:25][CH:24]=[CH:23][CH:22]=1.Cl.[Na+].[Cl-]>O1CCOCC1.C1C=CC([P]([Pd]([P](C2C=CC=CC=2)(C2C=CC=CC=2)C2C=CC=CC=2)([P](C2C=CC=CC=2)(C2C=CC=CC=2)C2C=CC=CC=2)[P](C2C=CC=CC=2)(C2C=CC=CC=2)C2C=CC=CC=2)(C2C=CC=CC=2)C2C=CC=CC=2)=CC=1.CCOC(C)=O>[CH3:7][O:8][C:9](=[O:20])[CH2:10][O:11][C:12]1[CH:17]=[CH:16][C:15]([Cl:18])=[CH:14][C:13]=1[C:21]1[CH:26]=[CH:25][CH:24]=[CH:23][CH:22]=1 |f:0.1.2,6.7,^1:42,44,63,82|. Reported procedure: An aqueous Na2CO3 solution (2M, 18.5 mL) is added to a stirred solution of (2-bromo-4-chloro-phenoxy)-acetic acid methyl ester (5.03 g, 18.0 mmol), phenylboronic acid (2.24 g, 18.4 mmol) and tetrakis(triphenylphosphine)palladium (0) (1.04 g, 0.900 mmol) in 1,4-dioxane (50 mL) at ambient temperature under argon. The resultant mixture is heated at 95° C. for 24 hours. At ambient temperature, 5N HCl (18.5 mL) is added to the mixture, followed by the addition of EtOAc (70 mL) and saturated aqueous N... The reactants are C(C)(C)(C)OC(NS(NCCONC(=O)[C@H]1N2C(N([C@H](CC1)C2)OS(=O)(=O)O)=O)(=O)=O)=O (tert-Butyl({2-[({[(2S,5R)-7-oxo-6-(sulfooxy)-1,6-diazabicyclo[3.2.1]oct-2-yl]carbonyl}amino)oxy]ethyl}sulfamoyl)carbamate), FC(C(=O)O)(F)F (trifluoroacetic acid). Run in C(Cl)Cl (DCM). Conditions: temperature 0 celsius, time 2 hour. The product is O=C1N([C@@H]2CC[C@H](N1C2)C(=O)NOCCNS(N)(=O)=O)OS(=O)(=O)O ((2S,5R)-7-Oxo-N-[2-(sulfamoylamino)ethoxy]-6-(sulfooxy)-1,6-diazabicyclo[3.2.1]octane-2-carboxamide). RXN SMILES: C(OC(=O)[NH:7][S:8](=[O:31])(=[O:30])[NH:9][CH2:10][CH2:11][O:12][NH:13][C:14]([C@@H:16]1[CH2:22][CH2:21][C@@H:20]2[CH2:23][N:17]1[C:18](=[O:29])[N:19]2[O:24][S:25]([OH:28])(=[O:27])=[O:26])=[O:15])(C)(C)C.FC(F)(F)C(O)=O>C(Cl)Cl>[O:29]=[C:18]1[N:17]2[CH2:23][C@@H:20]([CH2:21][CH2:22][C@H:16]2[C:14]([NH:13][O:12][CH2:11][CH2:10][NH:9][S:8](=[O:30])(=[O:31])[NH2:7])=[O:15])[N:19]1[O:24][S:25]([OH:28])(=[O:26])=[O:27]. Procedure: To a mixture of tert-butyl({2-[({[(2S,5R)-7-oxo-6-(sulfooxy)-1,6-diazabicyclo[3.2.1]oct-2-yl]carbonyl}amino)oxy]ethyl}sulfamoyl)carbamate 81 (0.20 g, 0.40 mmol) in DCM (5.0 mL) was added trifluoroacetic acid (1.0 mL) at 0° C. The mixture was stirred at 0° C. for 0.5 h and at room temperature for 2 h, concentrated and washed with ether. The white solid was collected by centrifugation. The crude product was purified by preparative HPLC to provide